describe an organic reaction: reactants, conditions, products, and yield From a dataset of the Open Reaction Database (ORD), a public repository of structured organic reaction records. The reactants are FC1=CC=C(C=C1)[N+](=O)[O-] (p-fluoronitrobenzene), C(C)(C)(C)OC(=O)N1CCC(CC1)CO (1-tert-Butyloxycarbonyl-4-hydroxymethylpiperidine), C([O-])(O)=O.[Na+] (sodium bicarbonate). Solvent: CN(C=O)C (dimethylformamide). Conditions: time 30 minute. Yields the product C(C)(C)(C)OC(=O)N1CCC(CC1)COC1=CC=C(C=C1)[N+](=O)[O-] (1-tert-butyloxycarbonyl-4-[(4-nitrophenyloxy)methyl]piperidine). Yield: 43.4%. RXN SMILES: [C:1]([O:5][C:6]([N:8]1[CH2:13][CH2:12][CH:11]([CH2:14][OH:15])[CH2:10][CH2:9]1)=[O:7])([CH3:4])([CH3:3])[CH3:2].F[C:17]1[CH:22]=[CH:21][C:20]([N+:23]([O-:25])=[O:24])=[CH:19][CH:18]=1.C(=O)(O)[O-].[Na+]>CN(C)C=O>[C:1]([O:5][C:6]([N:8]1[CH2:13][CH2:12][CH:11]([CH2:14][O:15][C:17]2[CH:22]=[CH:21][C:20]([N+:23]([O-:25])=[O:24])=[CH:19][CH:18]=2)[CH2:10][CH2:9]1)=[O:7])([CH3:4])([CH3:3])[CH3:2] |f:2.3|. Reported procedure: 1-tert-Butyloxycarbonyl-4-hydroxymethylpiperidine (2.8 g) was dissolved in dimethylformamide (10 ml), followed by stirring for 30 minutes. To the mixture was added p-fluoronitrobenzene (2.1 g), followed by stirring at room temperature overnight. Aqueous saturated solution of sodium bicarbonate was added to the mixture which was extracted with methylene chloride (50 ml×3). The combined organic layer was washed with saturated saline and dried over sodium sulfate. The solvent was distilled off unde...